Task: describe an organic reaction: reactants, conditions, products, and yield. Dataset: the Open Reaction Database (ORD), a public repository of structured organic reaction records Starting materials: N1(CCCCC1)CCN (2-piperidin-1-yl-ethyl amine), ClC1=C2C(=NC=C1)C=C(S2)C(=O)[O-].[Li+] (lithium 7-chloro-thieno[3,2-b]pyridine-2-carboxylate). Yields the product N1(CCCCC1)CCNC(=O)C1=CC2=NC=CC(=C2S1)Cl (7-Chloro-thieno[3,2-b]pyridine-2-carboxylic acid (2-piperidin-1-yl-ethyl)-amide). RXN SMILES: [N:1]1([CH2:7][CH2:8][NH2:9])[CH2:6][CH2:5][CH2:4][CH2:3][CH2:2]1.[Cl:10][C:11]1[CH:16]=[CH:15][N:14]=[C:13]2[CH:17]=[C:18]([C:20]([O-])=[O:21])[S:19][C:12]=12.[Li+]>>[N:1]1([CH2:7][CH2:8][NH:9][C:20]([C:18]2[S:19][C:12]3[C:13](=[N:14][CH:15]=[CH:16][C:11]=3[Cl:10])[CH:17]=2)=[O:21])[CH2:6][CH2:5][CH2:4][CH2:3][CH2:2]1 |f:1.2|. Procedure details: The title compound was prepared from 2-piperidin-1-yl-ethyl amine and lithium 7-chloro-thieno[3,2-b]pyridine-2-carboxylate by a procedure analogous to Example 1B. MS: 324/326 (MH+); HPLC Rf: 3.64 min.; HPLC purity 93%. Product: COC(=O)C1=C(C(=CC=C1)[N+](=O)[O-])CS(=O)(=O)N (2-(Methoxycarbonyl)-6-nitrophenylmethanesulfonamide). The reactants are COC(=O)C1=C(C(=CC=C1)[N+](=O)[O-])CS(=O)(=O)Cl (2-(Methoxycarbonyl)-6-nitrophenylmethanesulfonyl chloride), O (water), crude material, [OH-].[NH4+] (ammonium hydroxide). Run in O1CCCC1 (tetrahydrofuran). Reaction SMILES: [CH3:1][O:2][C:3]([C:5]1[CH:10]=[CH:9][CH:8]=[C:7]([N+:11]([O-:13])=[O:12])[C:6]=1[CH2:14][S:15](Cl)(=[O:17])=[O:16])=[O:4].[OH-].[NH4+:20].O>O1CCCC1>[CH3:1][O:2][C:3]([C:5]1[CH:10]=[CH:9][CH:8]=[C:7]([N+:11]([O-:13])=[O:12])[C:6]=1[CH2:14][S:15]([NH2:20])(=[O:17])=[O:16])=[O:4] |f:1.2|. Procedure details: The crude product from Example 3 (15.1 g) was dissolved in 150 ml tetrahydrofuran and this solution was contacted at 0° C. with concentrated aqueous ammonium hydroxide. The resulting suspension was allowed to warm to room temperature over a 15-minute period and the solvent was removed in vacuo to yield an oily solid. Addition of water to this crude material resulted in gradual crystallization. The aqueous layer was extracted with ethyl acetate and the combined extracts were dried and concentrate...